Dataset: the Open Reaction Database (ORD), a public repository of structured organic reaction records. Task: describe an organic reaction: reactants, conditions, products, and yield Starting materials: CC(C)(C)OC(=O)N1CCC(COc2ccc(Br)nc2)CC1, OB(O)c1ccc(Br)cc1F, O=C([O-])[O-], COCCOC, [Na+], [Na+], c1ccc(P(c2ccccc2)(c2ccccc2)[Pd](P(c2ccccc2)(c2ccccc2)c2ccccc2)(P(c2ccccc2)(c2ccccc2)c2ccccc2)P(c2ccccc2)(c2ccccc2)c2ccccc2)cc1. Yields the product CC(C)(C)OC(=O)N1CCC(COc2ccc(-c3ccc(Br)cc3F)nc2)CC1. As a reaction SMILES: [Br:12][c:13]1[cH:14][cH:15][c:16]([O:19][CH2:20][CH:21]2[CH2:22][CH2:23][N:24]([C:27](=[O:28])[O:29][C:30]([CH3:31])([CH3:32])[CH3:33])[CH2:25][CH2:26]2)[cH:17][n:18]1.[Br:1][c:2]1[cH:3][c:4]([F:11])[c:5]([B:8]([OH:9])[OH:10])[cH:6][cH:7]1.[C:34](=[O:35])([O-:36])[O-:37].[CH3:40][O:41][CH2:42][CH2:43][O:44][CH3:45].[Na+:38].[Na+:39].[cH:46]1[cH:47][cH:48][c:49]([P:50]([Pd:51]([P:52]([c:53]2[cH:54][cH:55][cH:56][cH:57][cH:58]2)([c:59]2[cH:60][cH:61][cH:62][cH:63][cH:64]2)[c:65]2[cH:66][cH:67][cH:68][cH:69][cH:70]2)([P:71]([c:72]2[cH:73][cH:74][cH:75][cH:76][cH:77]2)([c:78]2[cH:79][cH:80][cH:81][cH:82][cH:83]2)[c:84]2[cH:85][cH:86][cH:87][cH:88][cH:89]2)[P:90]([c:91]2[cH:92][cH:93][cH:94][cH:95][cH:96]2)([c:97]2[cH:98][cH:99][cH:100][cH:101][cH:102]2)[c:103]2[cH:104][cH:105][cH:106][cH:107][cH:108]2)([c:109]2[cH:110][cH:111][cH:112][cH:113][cH:114]2)[c:115]2[cH:116][cH:117][cH:118][cH:119][cH:120]2)[cH:121][cH:122]1>>[Br:1][c:2]1[cH:3][c:4]([F:11])[c:5](-[c:13]2[cH:14][cH:15][c:16]([O:19][CH2:20][CH:21]3[CH2:22][CH2:23][N:24]([C:27](=[O:28])[O:29][C:30]([CH3:31])([CH3:32])[CH3:33])[CH2:25][CH2:26]3)[cH:17][n:18]2)[cH:6][cH:7]1.